Task: describe an organic reaction: reactants, conditions, products, and yield. Dataset: the Open Reaction Database (ORD), a public repository of structured organic reaction records The reactants are C1=CC2=C(C=C1C=O)OCO2 (piperonal), C([O-])([O-])=O.[K+].[K+] (potassium carbonate). Reagents/catalysts: C1COCCOCCOCCOCCOCCO1 (18-crown-6), [Br-].C[P+](C1=CC=CC=C1)(C1=CC=CC=C1)C1=CC=CC=C1 ((methyl)triphenylphosphonium bromide). The solvent is C1CCOC1 (THF). Yields the product C1OC=2C=C(C=C)C=CC2O1 (3,4-Methylenedioxystyrene). The yield is 90.4%. RXN SMILES: [C:1](=O)([O-])[O-].[K+].[K+].[CH:7]1[C:12]([CH:13]=O)=[CH:11][C:10]2[O:15][CH2:16][O:17][C:9]=2[CH:8]=1>[Br-].C[P+](C1C=CC=CC=1)(C1C=CC=CC=1)C1C=CC=CC=1.C1COCC1.C1OCCOCCOCCOCCOCCOC1>[CH2:16]1[O:17][C:9]2[CH:8]=[CH:7][C:12]([CH:13]=[CH2:1])=[CH:11][C:10]=2[O:15]1 |f:0.1.2,4.5|. Procedure: To a stirred suspension of (methyl)triphenylphosphonium bromide (17.1 g, 48 mmol) and potassium carbonate (6.63 g, 48 mmol) in THF (200 ml) were added piperonal (6.0 g, 40 mmol) and 18-crown-6 (120 mg, 0.46 mmol). The mixture was heated to reflux under nitrogen and refluxed for 36 hours. The reaction mixture was cooled to room temperature, filtered and the filtrate evaporated to dryness at 15° C. The resulting solid was stirred in 100 ml cold diethylether to dissolve the desired product, then fi... Reactants: O=C1C2=CC=CC=C2C=2C(=CC=CC12)C=O (9-Oxo-9H-fluorene-4-carbaldehyde), C(C)(=O)O (acetic acid), N1CCCCC1 (piperidine), FC(S(=O)(=O)OC1=C(C=C(C=C1)C#N)OC)(F)F (4-Cyano-2-methoxyphenyl trifluoromethanesulfonate). The solvent is ClCCl (dichloromethane), ClCCl (dichloromethane). Reaction conditions: time 4 hour. Yields the product O=C(C(C#N)=CC1=CC=CC=2C(C3=CC=CC=C3C12)=O)C (3-Oxo-2-[(9-oxo-9H-fluoren-4-yl)methylene]butanenitrile). As a reaction SMILES: FC(F)(F)S(OC1C=[CH:11][C:10]([C:13]#[N:14])=[CH:9][C:8]=1OC)(=O)=O.[O:19]=[C:20]1[C:32]2[CH:31]=[CH:30][CH:29]=[C:28](C=O)[C:27]=2[C:26]2[C:21]1=[CH:22][CH:23]=[CH:24][CH:25]=2.C(O)(=[O:37])C.N1CCCCC1>ClCCl>[O:37]=[C:9]([CH3:8])[C:10](=[CH:11][C:28]1[C:27]2[C:26]3[C:21](=[CH:22][CH:23]=[CH:24][CH:25]=3)[C:20](=[O:19])[C:32]=2[CH:31]=[CH:30][CH:29]=1)[C:13]#[N:14]. Procedure: The compound from example 11A (5.21 g, 25.0 mmol) is introduced into 180 ml of dichloromethane, and the compound from example 16A (2.89 g, 27.5 mmol), acetic acid (1.72 ml, 30.0 mmol) and piperidine (0.25 ml, 2.50 mmol) are added. The mixture is stirred at the boiling point with a water trap for 4 h. Cooling to RT is followed by dilution with 30 ml of dichloromethane and washing with water (2×50 ml), the organic phase is dried over sodium sulfate and the solvent is removed in a rotary evaporator... Reactants: C1(CC1)C=1NC(C=C(N1)C(=O)O)=O (2-cyclopropyl-1,6-dihydro-6-oxo-4-pyrimidinecarboxylic acid), C1(CC1)C=1NC(C=C(N1)C(=O)O)=O (2-cyclopropyl-1,6-dihydro-6-oxo-4-pyrimidinecarboxylic acid), A2, Cl (hydrochloric acid), Cl[O-].[Na+] (sodium hypochlorite), [OH-].[Na+] (sodium hydroxide), S([O-])(O)=O.[Na+] (sodium bisulfite). Run in O (water). Run at temperature 17.5 celsius, time 1 hour. Yields the product ClC1=C(N=C(NC1=O)C1CC1)C(=O)O (5-chloro-2-cyclopropyl-1,6-dihydro-6-oxo-4-pyrimidine-carboxylic acid). RXN SMILES: [CH:1]1([C:4]2[NH:5][C:6](=[O:13])[CH:7]=[C:8]([C:10]([OH:12])=[O:11])[N:9]=2)[CH2:3][CH2:2]1.[ClH:14].Cl[O-].[Na+].S(=O)(O)[O-].[Na+].[OH-].[Na+]>O>[Cl:14][C:7]1[C:6](=[O:13])[NH:5][C:4]([CH:1]2[CH2:2][CH2:3]2)=[N:9][C:8]=1[C:10]([OH:12])=[O:11] |f:2.3,4.5,6.7|. Reported procedure: To a mixture of 2-cyclopropyl-1,6-dihydro-6-oxo-4-pyrimidinecarboxylic acid (i.e. the product of Step A1 or A2) (9.2 g, 52 mmol) in water (30 mL) and concentrated hydrochloric acid (22 g, 220 mmol) at 15° C. was added dropwise aqueous sodium hypochlorite solution (11%, 40 g, 59 mmol) over 15 minutes so that with cooling the reaction mixture was maintained at 15-20° C. The mixture was then held at 20-25° C. for 1 h. Solid sodium bisulfite (ca. 2 g) was added, and then aqueous sodium hydroxide sol... The reactants are CCOC(C)=O, CN1CCCC1=O, CCN(C(C)C)C(C)C, COc1ccc(CNc2nnc(Cl)c3ccc(C#N)cc23)cc1Cl, OC1CCNCC1. The product is COc1ccc(CNc2nnc(N3CCC(O)CC3)c3ccc(C#N)cc23)cc1Cl. Reaction SMILES: [CH3:41][CH2:42][O:43][C:44](=[O:45])[CH3:46].[CH3:47][N:48]1[CH2:49][CH2:50][CH2:51][C:52]1=[O:53].[CH:32]([N:33]([CH:34]([CH3:35])[CH3:36])[CH2:37][CH3:38])([CH3:39])[CH3:40].[Cl:1][c:2]1[n:3][n:4][c:5]([NH:14][CH2:15][c:16]2[cH:17][c:18]([Cl:24])[c:19]([O:22][CH3:23])[cH:20][cH:21]2)[c:6]2[cH:7][c:8]([C:12]#[N:13])[cH:9][cH:10][c:11]12.[OH:25][CH:26]1[CH2:27][CH2:28][NH:29][CH2:30][CH2:31]1>>[c:2]1([N:29]2[CH2:28][CH2:27][CH:26]([OH:25])[CH2:31][CH2:30]2)[n:3][n:4][c:5]([NH:14][CH2:15][c:16]2[cH:17][c:18]([Cl:24])[c:19]([O:22][CH3:23])[cH:20][cH:21]2)[c:6]2[cH:7][c:8]([C:12]#[N:13])[cH:9][cH:10][c:11]12. The reactants are COc1ccc(C(O)c2ccc([N+](=O)[O-])c(OC)c2)cc1OC, ClCCl, O=[Mn]=O. Product: COc1ccc(C(=O)c2ccc([N+](=O)[O-])c(OC)c2)cc1OC. As a reaction SMILES: [CH3:1][O:2][c:3]1[cH:4][c:5]([CH:12]([OH:13])[c:14]2[cH:15][c:16]([O:22][CH3:23])[c:17]([O:20][CH3:21])[cH:18][cH:19]2)[cH:6][cH:7][c:8]1[N+:9](=[O:10])[O-:11].[Cl:24][CH2:25][Cl:26].[O:27]=[Mn:28]=[O:29]>>[CH3:1][O:2][c:3]1[cH:4][c:5]([C:12](=[O:13])[c:14]2[cH:15][c:16]([O:22][CH3:23])[c:17]([O:20][CH3:21])[cH:18][cH:19]2)[cH:6][cH:7][c:8]1[N+:9](=[O:10])[O-:11].